This data is from the Open Reaction Database (ORD), a public repository of structured organic reaction records. The task is: describe an organic reaction: reactants, conditions, products, and yield Starting materials: Cl (HCl), NC1=NC(=C2C(N1)=CC=C2)O (2-amino-4-hydroxycyclopenta[d]pyrimidine), N(=O)[O-].[Na+] (sodium nitrite). Run at temperature 0 celsius. The product is OC1=NC(=C2C(N1)=CC=C2)O (2,4-Dihydroxycyclopenta[d]pyrimidine). Isolated yield 75.6%. RXN SMILES: Cl.N[C:3]1[NH:8][C:7]2=[CH:9][CH:10]=[CH:11][C:6]2=[C:5]([OH:12])[N:4]=1.N([O-])=[O:14].[Na+]>>[OH:14][C:3]1[NH:8][C:7]2=[CH:9][CH:10]=[CH:11][C:6]2=[C:5]([OH:12])[N:4]=1 |f:2.3|. Reported procedure: To a mixture solution of 20% HCl(62 ml) and 2-amino-4-hydroxycyclopenta[d]pyrimidine (20.6 g, 0.136 mol) prepared in the above Step 1 was added aqueous solution of sodium nitrite (19.4 g) for 4 hours while keeping the temperature of the reaction system at 70° C. The reaction mixture was cooled to 0° C. and the resulting solid was filtered, dried under reduced pressure to give 15.43 g of titled compound. The reactants are C(C1=CC=CC=C1)OC=1C=C(C=CC1[N+](=O)[O-])O (3-benzyloxy-4-nitrophenol), C([O-])([O-])=O.[K+].[K+] (potassium carbonate), BrCC(=O)OCC[Si](C)(C)C (2-trimethylsilylethyl bromoacetate), CCOC(=O)C (EtOAc). The solvent is CN(C)C=O (DMF). Yields the product C(C1=CC=CC=C1)OC=1C=C(OCC(=O)OCC[Si](C)(C)C)C=CC1[N+](=O)[O-] (2-Trimethylsilanylethyl (3-benzyloxy-4-nitrophenoxy)acetate). Reaction SMILES: Br[CH2:2][C:3]([O:5][CH2:6][CH2:7][Si:8]([CH3:11])([CH3:10])[CH3:9])=[O:4].[CH2:12]([O:19][C:20]1[CH:21]=[C:22]([OH:29])[CH:23]=[CH:24][C:25]=1[N+:26]([O-:28])=[O:27])[C:13]1[CH:18]=[CH:17][CH:16]=[CH:15][CH:14]=1.C(=O)([O-])[O-].[K+].[K+].CCOC(C)=O>CN(C=O)C>[CH2:12]([O:19][C:20]1[CH:21]=[C:22]([CH:23]=[CH:24][C:25]=1[N+:26]([O-:28])=[O:27])[O:29][CH2:2][C:3]([O:5][CH2:6][CH2:7][Si:8]([CH3:11])([CH3:10])[CH3:9])=[O:4])[C:13]1[CH:14]=[CH:15][CH:16]=[CH:17][CH:18]=1 |f:2.3.4|. Procedure: A mixture of 2-trimethylsilylethyl bromoacetate (J. Org. Chem. 51, 1537 (1986) (13.72 g, 56.0 mmol), 3-benzyloxy-4-nitrophenol (EP application 095121) (13.38 g, 55.9 mmol), and potassium carbonate (15.46 g, 112 mmol) in DMF (40 mL) is stirred at RT for 18 h. The mixture is poured into EtOAc and extracted once with water and five times with brine. The organic layer is dried, filtered, and concentrated to afford the title compound as a pale brown liquid: 1H NMR (CDCl3)δ 7.93 (d, J=9.1 Hz, 1H), 7.4... Starting materials: C(C)(C)(C)C1=NN(C(=C1)NC(NC1=CC=C(C2=CC=CC=C12)OCC1=CC(=NC=C1)NC(CCl)=O)=O)C1=CC=C(C=C1)C (N-(4-((4-(3-(3-tert-butyl-1-p-tolyl-1H-pyrazol-5-yl)ureido)naphthalen-1-yloxy)methyl)pyridin-2-yl)-2-chloroacetamide), C(C)(C)(C)C1=NN(C(=C1)NC(NC1=CC=C(C2=CC=CC=C12)OCC1=CC(=NC=C1)NC(CCl)=O)=O)C1=CC=C(C=C1)C (N-(4-((4-(3-(3-tert-butyl-1-p-tolyl-1H-pyrazol-5-yl)ureido)naphthalen-1-yloxy)methyl)pyridin-2-yl)-2-chloroacetamide), CCN(C(C)C)C(C)C (DIPEA), COC1=CC=C(CNC)C=C1 (N-(4-methoxybenzyl)-N-methylamine). Run in C(Cl)Cl (DCM), CN(C)C=O (DMF). Reaction conditions: temperature 55 celsius, time 12 hour. Yields the product C(C)(C)(C)C1=NN(C(=C1)NC(NC1=CC=C(C2=CC=CC=C12)OCC1=CC(=NC=C1)NC(CN(C)CC1=CC=C(C=C1)OC)=O)=O)C1=CC=C(C=C1)C (N-(4-((4-(3-(3-tert-butyl-1-p-tolyl-1H-pyrazol-5-yl)ureido)naphthalen-1-yloxy)methyl)pyridin-2-yl)-2-((4-methoxybenzyl)(methyl)amino)acetamide). Yield: 12.3%. RXN SMILES: [C:1]([C:5]1[CH:9]=[C:8]([NH:10][C:11](=[O:36])[NH:12][C:13]2[C:22]3[C:17](=[CH:18][CH:19]=[CH:20][CH:21]=3)[C:16]([O:23][CH2:24][C:25]3[CH:30]=[CH:29][N:28]=[C:27]([NH:31][C:32](=[O:35])[CH2:33]Cl)[CH:26]=3)=[CH:15][CH:14]=2)[N:7]([C:37]2[CH:42]=[CH:41][C:40]([CH3:43])=[CH:39][CH:38]=2)[N:6]=1)([CH3:4])([CH3:3])[CH3:2].CCN(C(C)C)C(C)C.[CH3:53][O:54][C:55]1[CH:63]=[CH:62][C:58]([CH2:59][NH:60][CH3:61])=[CH:57][CH:56]=1>C(Cl)Cl.CN(C=O)C>[C:1]([C:5]1[CH:9]=[C:8]([NH:10][C:11](=[O:36])[NH:12][C:13]2[C:22]3[C:17](=[CH:18][CH:19]=[CH:20][CH:21]=3)[C:16]([O:23][CH2:24][C:25]3[CH:30]=[CH:29][N:28]=[C:27]([NH:31][C:32](=[O:35])[CH2:33][N:60]([CH2:59][C:58]4[CH:62]=[CH:63][C:55]([O:54][CH3:53])=[CH:56][CH:57]=4)[CH3:61])[CH:26]=3)=[CH:15][CH:14]=2)[N:7]([C:37]2[CH:42]=[CH:41][C:40]([CH3:43])=[CH:39][CH:38]=2)[N:6]=1)([CH3:4])([CH3:3])[CH3:2]. Reported procedure: To a solution of N-(4-((4-(3-(3-tert-butyl-1-p-tolyl-1H-pyrazol-5-yl)ureido)naphthalen-1-yloxy) methyl)pyridin-2-yl)-2-chloroacetamide (Intermediate B) (50 mg, 0.08 mmol) in DCM (1.0 mL), DMF (0.2 mL) and DIPEA (17.5 μl, 0.10 mmol) was added N-(4-methoxybenzyl)-N-methylamine (15.5 μl, 0.09 mmol) The reaction mixture was stirred at 55° C. for 12 hr. The crude reaction mixture was purified by column chromatography (12 g, 0-10% MeOH in DCM, gradient elution). Product fractions were concentrated in ... The reactants are C1CCOC1, O=C1OCC(Cc2ccccc2)N1C(=O)C(CO)CC1CCCC1, [Li+], [OH-], O, O, OO. Product: O=C(O)C(CO)CC1CCCC1. Reaction SMILES: [CH2:30]1[O:31][CH2:32][CH2:33][CH2:34]1.[CH:1]1([CH2:6][CH:7]([C:8](=[O:9])[N:10]2[CH:11]([CH2:12][c:13]3[cH:14][cH:15][cH:16][cH:17][cH:18]3)[CH2:19][O:20][C:21]2=[O:22])[CH2:23][OH:24])[CH2:2][CH2:3][CH2:4][CH2:5]1.[Li+:29].[OH-:28].[OH2:27].[OH2:35].[OH:25][OH:26]>>[CH:1]1([CH2:6][CH:7]([C:8]([OH:9])=[O:25])[CH2:23][OH:24])[CH2:2][CH2:3][CH2:4][CH2:5]1. The reactants are C(C1=CC=CC=C1)N1C(=NC=C1C1=CC=CC=C1)C=1C=NC(=NC1)C1=CC=CC=C1 (5-(1-benzyl-5-phenyl-1H-imidazol-2-yl)-2-phenylpyrimidine), C(C1=CC=CC=C1)N1C(=NC=C1C=1C=NC(=NC1)C1=CC=CC=C1)C1=CC=CC=C1 (5-(1-benzyl-2-phenyl-1H-imidazol-5-yl)-2-phenylpyrimidine). Product: C1(=CC=CC=C1)C1=NC=C(C=N1)C=1NC(=CN1)C1=CC=CC=C1 (2-phenyl-5-(5-phenyl-1H-imidazol-2-yl)pyrimidine), solid. Procedure details: The title compound was prepared by the method described in Example 1, Step D, except that 5-(1-benzyl-5-phenyl-1H-imidazol-2-yl)-2-phenylpyrimidine (this Example, Step B) was used instead of 5-(1-benzyl-2-phenyl-1H-imidazol-5-yl)-2-phenylpyrimidine. The title compound was isolated as a white solid (0.044 g, 62% yield); Rf 0.26 with 95:5 v/v dichloromethane-methanol; melting point 238° C.; 1H-NMR (400 MHz; DMSO-d6) δ 9.40 (s, 2H), 8.43 (m, 2H), 7.99-7.84 (m, 2H), 7.58-7.20 (m, 8H); MS (ESI+) m/z ... Reaction SMILES: C([N:8]1[C:12]([C:13]2[CH:18]=[CH:17][CH:16]=[CH:15][CH:14]=2)=[CH:11][N:10]=[C:9]1[C:19]1[CH:20]=[N:21][C:22]([C:25]2[CH:30]=[CH:29][CH:28]=[CH:27][CH:26]=2)=[N:23][CH:24]=1)C1C=CC=CC=1.C(N1C(C2C=NC(C3C=CC=CC=3)=NC=2)=CN=C1C1C=CC=CC=1)C1C=CC=CC=1>>[C:25]1([C:22]2[N:21]=[CH:20][C:19]([C:9]3[NH:8][C:12]([C:13]4[CH:14]=[CH:15][CH:16]=[CH:17][CH:18]=4)=[CH:11][N:10]=3)=[CH:24][N:23]=2)[CH:30]=[CH:29][CH:28]=[CH:27][CH:26]=1. Isolated yield 62.0%. Reactants: CCOC(=O)c1cc2ccc(Br)cc2s1, CC(C)(C)OC(=O)CC(=O)OC(C)(C)C, C1CCOC1, [Cl-], [H-], [NH4+], [Na+]. The product is CCOC(=O)c1cc2ccc(C(C(=O)OC(C)(C)C)C(=O)OC(C)(C)C)cc2s1. Reaction SMILES: [Br:18][c:19]1[cH:20][c:21]2[c:22]([cH:23][c:24]([C:26](=[O:27])[O:28][CH2:29][CH3:30])[s:25]2)[cH:31][cH:32]1.[C:1]([CH2:2][C:3](=[O:4])[O:5][C:6]([CH3:7])([CH3:8])[CH3:9])(=[O:10])[O:11][C:12]([CH3:13])([CH3:14])[CH3:15].[CH2:35]1[O:36][CH2:37][CH2:38][CH2:39]1.[Cl-:33].[H-:16].[NH4+:34].[Na+:17]>>[C:1]([CH:2]([C:3](=[O:4])[O:5][C:6]([CH3:7])([CH3:8])[CH3:9])[c:19]1[cH:20][c:21]2[c:22]([cH:23][c:24]([C:26](=[O:27])[O:28][CH2:29][CH3:30])[s:25]2)[cH:31][cH:32]1)(=[O:10])[O:11][C:12]([CH3:13])([CH3:14])[CH3:15]. Starting materials: Cc1cn2c3cc(Br)ccc3c3cc(O)cc(c1=O)c32, O=C([O-])[O-], CS(C)=O, [K+], [K+], O, ClCc1cccnc1. The product is Cc1cn2c3cc(Br)ccc3c3cc(OCc4cccnc4)cc(c1=O)c32. As a reaction SMILES: [Br:1][c:2]1[cH:3][c:4]2[n:5]3[c:6]4[c:7]([cH:8][c:9]([OH:15])[cH:10][c:11]4[c:12]2[cH:13][cH:14]1)[c:16](=[O:20])[c:17]([CH3:19])[cH:18]3.[C:21](=[O:22])([O-:23])[O-:24].[CH3:36][S:37](=[O:38])[CH3:39].[K+:25].[K+:26].[OH2:35].[cH:27]1[c:28]([CH2:33][Cl:34])[cH:29][cH:30][cH:31][n:32]1>>[Br:1][c:2]1[cH:3][c:4]2[n:5]3[c:6]4[c:7]([cH:8][c:9]([O:15][CH2:33][c:28]5[cH:27][n:32][cH:31][cH:30][cH:29]5)[cH:10][c:11]4[c:12]2[cH:13][cH:14]1)[c:16](=[O:20])[c:17]([CH3:19])[cH:18]3. The reactants are C(C)C=1N=C2N(N=C(C=C2C)C)C1CC1=CC=C(OC(C(=O)OC)C2=C(C=CC=C2)Cl)C=C1 (methyl 2-[4-[(2-ethyl-6,8-dimethylimidazo[1,2-b]pyridazin-3-yl)methyl]phenoxyl]-2-(2-chlorophenyl)acetate), solution, [OH-].[Na+] (sodium hydroxide), Cl (hydrochloric acid). Solvent: CO (methanol). Conditions: time 1 hour. Yields the product C(C)C=1N=C2N(N=C(C=C2C)C)C1CC1=CC=C(OC(C(=O)O)C2=C(C=CC=C2)Cl)C=C1 (2-[4-[(2-ethyl-6,8-dimethylimidazo[1,2-b]pyridazin-3-yl)methyl]phenoxy]-2-(2-chlorophenyl)acetic acid). The yield is 74.1%. RXN SMILES: [CH2:1]([C:3]1[N:4]=[C:5]2[C:10]([CH3:11])=[CH:9][C:8]([CH3:12])=[N:7][N:6]2[C:13]=1[CH2:14][C:15]1[CH:33]=[CH:32][C:18]([O:19][CH:20]([C:25]2[CH:30]=[CH:29][CH:28]=[CH:27][C:26]=2[Cl:31])[C:21]([O:23]C)=[O:22])=[CH:17][CH:16]=1)[CH3:2].[OH-].[Na+].Cl>CO>[CH2:1]([C:3]1[N:4]=[C:5]2[C:10]([CH3:11])=[CH:9][C:8]([CH3:12])=[N:7][N:6]2[C:13]=1[CH2:14][C:15]1[CH:33]=[CH:32][C:18]([O:19][CH:20]([C:25]2[CH:30]=[CH:29][CH:28]=[CH:27][C:26]=2[Cl:31])[C:21]([OH:23])=[O:22])=[CH:17][CH:16]=1)[CH3:2] |f:1.2|. Reported procedure: To a solution of 0.041 g (0.09 mmol) of the product of Step A in 2 mL of methanol was added 0.5 mL of a 1.0N solution of sodium hydroxide and the reaction mixture was stirred at room temperature for 1 hour. The reaction mixture was then adjusted to pH=6 with 0.5 mL of 1.0N hydrochloric acid, then concentrated in vacuo. The residue was purified on a silica gel flash chromatography column eluted with CHCl3 -MeOH-NH4OH (80:15:1). The purified fractions were combined, evaporated and dried in vacuo t... Starting materials: ClCCl, Nc1ccccc1, O=C1c2ccccc2C(O)N1CCCN1CC=C(c2ccccc2)CC1, Cc1ccc(S(=O)(=O)O)cc1, Cc1ccccc1C. Yields the product O=C1c2ccccc2C(Nc2ccccc2)N1CCCN1CC=C(c2ccccc2)CC1. RXN SMILES: [CH2:53]([Cl:54])[Cl:55].[NH2:38][c:39]1[cH:40][cH:41][cH:42][cH:43][cH:44]1.[c:12]1([C:18]2=[CH:23][CH2:22][N:21]([CH2:24][CH2:25][CH2:26][N:27]3[C:28](=[O:37])[c:29]4[cH:30][cH:31][cH:32][cH:33][c:34]4[CH:35]3[OH:36])[CH2:20][CH2:19]2)[cH:13][cH:14][cH:15][cH:16][cH:17]1.[c:1]1([CH3:2])[cH:3][cH:4][c:5]([S:6]([OH:7])(=[O:8])=[O:9])[cH:10][cH:11]1.[c:45]1([CH3:46])[c:47]([CH3:48])[cH:49][cH:50][cH:51][cH:52]1>>[c:12]1([C:18]2=[CH:23][CH2:22][N:21]([CH2:24][CH2:25][CH2:26][N:27]3[C:28](=[O:37])[c:29]4[cH:30][cH:31][cH:32][cH:33][c:34]4[CH:35]3[NH:38][c:39]3[cH:40][cH:41][cH:42][cH:43][cH:44]3)[CH2:20][CH2:19]2)[cH:13][cH:14][cH:15][cH:16][cH:17]1.